From a dataset of the Open Reaction Database (ORD), a public repository of structured organic reaction records. describe an organic reaction: reactants, conditions, products, and yield Reactants: COC(=O)C=1C=NN(C1C1CC1)C1=C(C=C(C=C1)S(=O)(=O)C)Cl (5-cyclopropyl-1-(2-chloro-4-methanesulfonylphenyl)-1H-pyrazole-4-carboxylic acid methyl ester), NC(=N)N (guanidine). Product: C1(CC1)C1=C(C=NN1C1=C(C=C(C=C1)S(=O)(=O)C)Cl)C(=O)NC(=N)N (N-{5-cyclopropyl-1-(2-chloro-4-methanesulfonylphenyl)-1H-pyrazole-4-carbonyl}-guanidine). Reaction SMILES: C[O:2][C:3]([C:5]1[CH:6]=[N:7][N:8]([C:13]2[CH:18]=[CH:17][C:16]([S:19]([CH3:22])(=[O:21])=[O:20])=[CH:15][C:14]=2[Cl:23])[C:9]=1[CH:10]1[CH2:12][CH2:11]1)=O.[NH2:24][C:25]([NH2:27])=[NH:26]>>[CH:10]1([C:9]2[N:8]([C:13]3[CH:18]=[CH:17][C:16]([S:19]([CH3:22])(=[O:20])=[O:21])=[CH:15][C:14]=3[Cl:23])[N:7]=[CH:6][C:5]=2[C:3]([NH:26][C:25]([NH2:27])=[NH:24])=[O:2])[CH2:11][CH2:12]1. Procedure: coupling said 5-cyclopropyl-1-(2-chloro-4-methanesulfonylphenyl)-1H-pyrazole-4-carboxylic acid methyl ester with guanidine to form N-{5-cyclopropyl-1-(2-chloro-4-methanesulfonylphenyl)-1H-pyrazole-4-carbonyl}-guanidine. RXN SMILES: [CH2:1]([Li:2])[CH2:3][CH2:4][CH3:5].[Cl-:6].[Cl:50][CH2:51][Cl:52].[Cl:7][CH2:8][P+:9]([c:10]1[cH:11][cH:12][cH:13][cH:14][cH:15]1)([c:16]1[cH:17][cH:18][cH:19][cH:20][cH:21]1)[c:22]1[cH:23][cH:24][cH:25][cH:26][cH:27]1.[ClH:44].[O:28]=[C:29]1[CH2:30][O:31][c:32]2[c:33]([cH:36][c:37]([C:40](=[O:41])[O:42][CH3:43])[cH:38][cH:39]2)[CH:34]=[CH:35]1.[O:45]1[CH2:46][CH2:47][CH2:48][CH2:49]1.[OH2:53]>>[Cl:7][CH:8]=[C:29]1[CH2:30][O:31][c:32]2[c:33]([cH:36][c:37]([C:40](=[O:41])[O:42][CH3:43])[cH:38][cH:39]2)[CH:34]=[CH:35]1. Yields the product COC(=O)c1ccc2c(c1)C=CC(=CCl)CO2. Starting materials: [Li]CCCC, [Cl-], ClCCl, ClC[P+](c1ccccc1)(c1ccccc1)c1ccccc1, Cl, COC(=O)c1ccc2c(c1)C=CC(=O)CO2, C1CCOC1, O. Product: CN(CCOC=1C=C(N)C=CC1Cl)C (3-(2-Dimethylaminoethoxy)-4-chloroaniline). Reactants: CN(CCOC=1C=C(C=CC1Cl)[N+](=O)[O-])C (3-(2dimethylaminoethoxy)-4chloronitrobenzene), stannous chloride. As a reaction SMILES: [CH3:1][N:2]([CH3:16])[CH2:3][CH2:4][O:5][C:6]1[CH:7]=[C:8]([N+:13]([O-])=O)[CH:9]=[CH:10][C:11]=1[Cl:12]>C(O)C.Cl.O.[OH-].[Na+]>[CH3:1][N:2]([CH3:16])[CH2:3][CH2:4][O:5][C:6]1[CH:7]=[C:8]([CH:9]=[CH:10][C:11]=1[Cl:12])[NH2:13] |f:4.5|. Procedure details: A solution of 3-(2dimethylaminoethoxy)-4chloronitrobenzene (D57) (295 mg) in ethanol (5 ml) was heated to 60° C. and treated dropwise with a solution of stannous chloride (0.82 g) in concentrated hydrochloric acid (1.5 ml) with stiring. After heating to reflux for 1/2 h, the reaction mixture was cooled, diluted with water and basified with 40% NaOH, then extracted into dichloromethane. The dried (Na2SO4) organic phase was evaporated under reduced pressure to give the title compound as a yellow o... Run in O (water), [OH-].[Na+] (NaOH), C(C)O (ethanol), Cl (hydrochloric acid). Starting materials: Cl (hydrochloric acid), C1(C=CCCCC1)N (2-cycloheptenylamine). The solvent is C(C)(C)O (isopropyl alcohol). Product: Cl.C1(C=CCCCC1)N (2-cycloheptenylamine hydrochloride). Yield: 94.8%. As a reaction SMILES: [ClH:1].[CH:2]1([NH2:9])[CH2:8][CH2:7][CH2:6][CH2:5][CH:4]=[CH:3]1>C(O)(C)C>[ClH:1].[CH:2]1([NH2:9])[CH2:8][CH2:7][CH2:6][CH2:5][CH:4]=[CH:3]1 |f:3.4|. Procedure details: Conc. hydrochloric acid (10.1 g) was added dropwise to a mixture of 2-cycloheptenylamine (11.1 g, 0.1 mole) and isopropyl alcohol (24 g) with stirring and ice-cooling. The reaction mixture was concentrated under reduced pressure, and the deposited crystal was washed with diethyl ether and dried to obtain 14 g of 2-cycloheptenylamine hydrochloride [Compound (349)]. Starting materials: CCN(C(C)C)C(C)C, C1COCCO1, CCOC(C)=O, CCOC(=O)C1=C(O)c2cc(Cl)c(Cl)cc2C2(CCOCC2)C1=O, Cl, CC(C)(C)OC(=O)CN. Yields the product CC(C)(C)OC(=O)CNC(=O)C1=C(O)c2cc(Cl)c(Cl)cc2C2(CCOCC2)C1=O. As a reaction SMILES: [CH2:25]([N:26]([CH:27]([CH3:28])[CH3:29])[CH:30]([CH3:31])[CH3:32])[CH3:33].[CH2:44]1[O:45][CH2:46][CH2:47][O:48][CH2:49]1.[CH3:50][CH2:51][O:52][C:53]([CH3:54])=[O:55].[Cl:1][c:2]1[cH:3][c:4]2[c:9]([cH:10][c:11]1[Cl:12])[C:8]1([C:7](=[O:18])[C:6]([C:19](=[O:20])[O:21][CH2:22][CH3:23])=[C:5]2[OH:24])[CH2:13][CH2:14][O:15][CH2:16][CH2:17]1.[ClH:34].[NH2:35][CH2:36][C:37](=[O:38])[O:39][C:40]([CH3:41])([CH3:42])[CH3:43]>>[Cl:1][c:2]1[cH:3][c:4]2[c:9]([cH:10][c:11]1[Cl:12])[C:8]1([C:7](=[O:18])[C:6]([C:19](=[O:20])[NH:35][CH2:36][C:37](=[O:38])[O:39][C:40]([CH3:41])([CH3:42])[CH3:43])=[C:5]2[OH:24])[CH2:13][CH2:14][O:15][CH2:16][CH2:17]1. Reactants: [BH4-], CO, ClCCl, [Na+], O, CC(=O)C1CCC2C3CCC4CC(O)CCC4(C)C3CCC12C. Product: CC(O)C1CCC2C3CCC4CC(O)CCC4(C)C3CCC12C. RXN SMILES: [BH4-:24].[CH3:27][OH:28].[Cl:29][CH2:30][Cl:31].[Na+:25].[OH2:26].[OH:1][CH:2]1[CH2:3][CH:4]2[CH2:5][CH2:6][CH:7]3[CH:8]4[CH2:9][CH2:10][CH:11]([C:12]([CH3:13])=[O:14])[C:15]4([CH3:23])[CH2:16][CH2:17][CH:18]3[C:19]2([CH3:22])[CH2:20][CH2:21]1>>[OH:1][CH:2]1[CH2:3][CH:4]2[CH2:5][CH2:6][CH:7]3[CH:8]4[CH2:9][CH2:10][CH:11]([CH:12]([CH3:13])[OH:14])[C:15]4([CH3:23])[CH2:16][CH2:17][CH:18]3[C:19]2([CH3:22])[CH2:20][CH2:21]1. Starting materials: CN1CCOCC1 (N-Methylmorpholine), ON1N=NC2=C1C=CC=C2 (1-hydroxybenzotriazole), Cl.CN(CCCN=C=NCC)C (1-(3-dimethylaminopropyl)-3-ethylcarbodiimide hydrochloride), C(C1=CC=CC=C1)OC(=O)NCCCC[C@H](C(=O)O)NC(=O)OC(C)(C)C ((R)-6-benzyloxycarbonylamino-2-tert-butoxycarbonylamino-hexanoic acid), Cl.N[C@H](C(=O)N)C(C)C ((S)-2-amino-3-methylbutyramide hydrochloride). The solvent is C(Cl)Cl.CO (CH2Cl2 MeOH), CCCCCCC.CCOC(=O)C (heptane AcOEt), C(Cl)Cl (CH2Cl2), CN(C)C=O (DMF). Run at time 14 hour. Product: C(C1=CC=CC=C1)OC(NCCCC[C@H](C(N[C@@H](C(C)C)C(N)=O)=O)NC(=O)OC(C)(C)C)=O (Benzyl[(R)-5-tert-butoxycarbonylamino-5-((S)-1-carbamoyl-2-methyl-propylcarbamoyl)-pentyl]-carbamate). Isolated yield 79.4%. Reaction SMILES: CN1CCOCC1.ON1C2C=CC=CC=2N=N1.Cl.CN(C)CCCN=C=NCC.[CH2:30]([O:37][C:38]([NH:40][CH2:41][CH2:42][CH2:43][CH2:44][C@@H:45]([NH:49][C:50]([O:52][C:53]([CH3:56])([CH3:55])[CH3:54])=[O:51])[C:46]([OH:48])=O)=[O:39])[C:31]1[CH:36]=[CH:35][CH:34]=[CH:33][CH:32]=1.Cl.[NH2:58][C@@H:59]([CH:63]([CH3:65])[CH3:64])[C:60]([NH2:62])=[O:61]>C(Cl)Cl.CN(C=O)C.C(Cl)Cl.CO.CCCCCCC.CCOC(C)=O>[CH2:30]([O:37][C:38](=[O:39])[NH:40][CH2:41][CH2:42][CH2:43][CH2:44][C@@H:45]([NH:49][C:50]([O:52][C:53]([CH3:56])([CH3:55])[CH3:54])=[O:51])[C:46](=[O:48])[NH:58][C@H:59]([C:60](=[O:61])[NH2:62])[CH:63]([CH3:65])[CH3:64])[C:31]1[CH:32]=[CH:33][CH:34]=[CH:35][CH:36]=1 |f:2.3,5.6,9.10,11.12|. Reported procedure: N-Methylmorpholine (0.87 ml, 7.9 mmol), 1-hydroxybenzotriazole (0.46 g, 3.41 mmol) and 1-(3-dimethylaminopropyl)-3-ethylcarbodiimide hydrochloride (0.65 g, 3.41 mmol) were added in this sequence to a solution of commercially available (R)-6-benzyloxycarbonylamino-2-tert-butoxycarbonylamino-hexanoic acid (1 g, 2.63 mmol) and commercially available (S)-2-amino-3-methylbutyramide hydrochloride (0.40 g, 2.63 mmol) in 12 ml of CH2Cl2 and 4 ml of DMF, and the mixture was stirred at RT for about 14 h. ... The reactants are ClCCC(=O)C=1C=C2CCCC2=CC1 (3-chloro-1-indan-5-yl-propan-1-one), Cl (hydrogen chloride), ice. The solvent is S(O)(O)(=O)=O (sulfuric acid). Run at time 8 hour. Product: C1(CCC2=CC=3CCCC3C=C12)=O (3,5,6,7-Tetrahydro-2H-s-indacen-1-one). Reaction SMILES: Cl[CH2:2][CH2:3][C:4]([C:6]1[CH:7]=[C:8]2[C:12](=[CH:13][CH:14]=1)[CH2:11][CH2:10][CH2:9]2)=[O:5].Cl>S(=O)(=O)(O)O>[C:4]1(=[O:5])[C:6]2[C:14](=[CH:13][C:12]3[CH2:11][CH2:10][CH2:9][C:8]=3[CH:7]=2)[CH2:2][CH2:3]1. Procedure: Concentrated sulfuric acid (550 mL) was added dropwise, with stirring over a time period of 2 hours to 137 grams of 3-chloro-1-indan-5-yl-propan-1-one. The resulting thick black solution was heated to 90° C. until hydrogen chloride evolution ceased (usually 1-4 hours). The mixture was then cooled to room temperature and poured onto 5 kg of ice. The resulting slurry was stirred overnight and filtered. The solid was washed with water until the water ran clear through the filter. The tan solid was ... The reactants are TEA, C(C)(C)(C)OC(N(C)C1CNC1)=O (Azetidin-3-yl-methyl-carbamic acid tert-butyl ester), ClC1=NC=NC(=C1)Cl (4,6-dichloropyrimidine). Run in CC(C)O (IPA), CC(C)O (IPA). Reaction conditions: temperature 80 celsius. The product is ClC1=CC(=NC=N1)N1CC(C1)N(C(OC(C)(C)C)=O)C (tert-Butyl [1-(6-chloro-pyrimidin-4-yl)-azetidin-3-yl]-methyl-carbamate). The yield is 64.6%. RXN SMILES: [C:1]([O:5][C:6](=[O:13])[N:7]([CH:9]1[CH2:12][NH:11][CH2:10]1)[CH3:8])([CH3:4])([CH3:3])[CH3:2].[Cl:14][C:15]1[CH:20]=[C:19](Cl)[N:18]=[CH:17][N:16]=1>CC(O)C>[Cl:14][C:15]1[N:16]=[CH:17][N:18]=[C:19]([N:11]2[CH2:12][CH:9]([N:7]([CH3:8])[C:6](=[O:13])[O:5][C:1]([CH3:4])([CH3:2])[CH3:3])[CH2:10]2)[CH:20]=1. Procedure: Azetidin-3-yl-methyl-carbamic acid tert-butyl ester (1.97 g, 11 mmol) in IPA (5 mL) was added dropwise to a stirred solution of 4,6-dichloropyrimidine (1.49 g, 10 mmol) in IPA (20 mL) followed by dropwise addition of TEA (2.11 mL, 15.1 mmol) at ambient temperature under N2. The resulting milky yellow solution was heated to 80° C. and maintained at 80° C. for 2 hours. The solution was allowed to cool and evaporated to give a yellow oil. The crude material was partitioned between DCM (70 mL) and w... Reactants: CC(C)C[AlH]CC(C)C, Cc1ccccc1, CCOC(C)=O, CO, [Cl-], N#Cc1cccc2c(Cl)ccnc12, [NH4+], O. Product: NCc1cccc2c(Cl)ccnc12. RXN SMILES: [CH3:14][CH:15]([CH2:16][AlH:17][CH2:18][CH:19]([CH3:20])[CH3:21])[CH3:22].[CH3:26][c:27]1[cH:28][cH:29][cH:30][cH:31][cH:32]1.[CH3:33][CH2:34][O:35][C:36]([CH3:37])=[O:38].[CH3:39][OH:40].[Cl-:24].[Cl:1][c:2]1[cH:3][cH:4][n:5][c:6]2[c:7]([C:12]#[N:13])[cH:8][cH:9][cH:10][c:11]12.[NH4+:25].[OH2:23]>>[Cl:1][c:2]1[cH:3][cH:4][n:5][c:6]2[c:7]([CH2:12][NH2:13])[cH:8][cH:9][cH:10][c:11]12.